Task: describe an organic reaction: reactants, conditions, products, and yield. Dataset: the Open Reaction Database (ORD), a public repository of structured organic reaction records Starting materials: O (water), NC1=NC=C(C=C1)I (2-amino-5-iodopyridine), BrCC(=O)C1=CC=C(C=C1)Cl (2-bromo-1-(4-chlorophenyl)ethanone), C(O)([O-])=O.[Na+] (sodium hydrogen carbonate). The product is ClC1=CC=C(C=C1)C=1N=C2N(C=C(C=C2)I)C1 (2-(4-Chlorophenyl)-6-iodoimidazo[1,2-a]pyridine). As a reaction SMILES: [NH2:1][C:2]1[CH:7]=[CH:6][C:5]([I:8])=[CH:4][N:3]=1.Br[CH2:10][C:11]([C:13]1[CH:18]=[CH:17][C:16]([Cl:19])=[CH:15][CH:14]=1)=O.C(=O)([O-])O.[Na+].O>C(O)CC>[Cl:19][C:16]1[CH:17]=[CH:18][C:13]([C:11]2[N:1]=[C:2]3[CH:7]=[CH:6][C:5]([I:8])=[CH:4][N:3]3[CH:10]=2)=[CH:14][CH:15]=1 |f:2.3|. Conditions: temperature 80 celsius. Procedure details: 5.0 g of 2-amino-5-iodopyridine, 5.3 g of 2-bromo-1-(4-chlorophenyl)ethanone and 2.67 g of sodium hydrogen carbonate in 150 ml of n-propanol are placed in a round-bottomed flask. The mixture is heated at 80° C. for 40 h and left to cool, and 700 ml of water are added. The precipitate is recovered by filtration, washed with water and dried under reduced pressure. 5.51 g of compound are obtained. Yield: 68.5%. Run in C(CC)O (n-propanol).